Task: describe an organic reaction: reactants, conditions, products, and yield. Dataset: the Open Reaction Database (ORD), a public repository of structured organic reaction records Yield: 41.4%. Solvent: C(C)O (ethanol). Yields the product Cl.ClC1=CC=C2C(=NC=NC2=C1)N(C1=CC=CC=C1)CC (7-Chloro-4-(N-ethylanilino)quinazoline hydrochloride). Reported procedure: A mixture of 3.0 g of 4,7-dichloroquinazoline and 2.0 g of N-ethylaniline in 10 ml of ethanol was heated for 5 minutes. After completion of the reaction the reaction mixture was cooled, whereupon crystals separated. These were collected by filtration and recrystallized from a small amount of ethanol to give 2.0 g (yield 47%) of the desired Compound No. 58 in the form of pale yellow needles melting at 222°-226° C. (with decomposition). Starting materials: ClC1=NC=NC2=CC(=CC=C12)Cl (4,7-dichloroquinazoline), C(C)NC1=CC=CC=C1 (N-ethylaniline). As a reaction SMILES: [Cl:1][C:2]1[C:11]2[C:6](=[CH:7][C:8]([Cl:12])=[CH:9][CH:10]=2)[N:5]=[CH:4][N:3]=1.[CH2:13]([NH:15][C:16]1[CH:21]=[CH:20][CH:19]=[CH:18][CH:17]=1)[CH3:14]>C(O)C>[ClH:1].[Cl:12][C:8]1[CH:7]=[C:6]2[C:11]([C:2]([N:15]([CH2:13][CH3:14])[C:16]3[CH:21]=[CH:20][CH:19]=[CH:18][CH:17]=3)=[N:3][CH:4]=[N:5]2)=[CH:10][CH:9]=1 |f:3.4|. The reactants are FC1=CC=C2C(=CNC2=C1)C1=CC2CCC(C1)N2C (3-(6-fluoroindol-3-yl)-8-methyl-8-azabicyclo[3.2.1]oct-2-ene). Reagents/catalysts: [Pd] (palladium on carbon). The solvent is CO (methanol). The product is FC1=CC=C2C(=CNC2=C1)C1CC2CCC(C1)N2C (3-(6-fluoroindol-3-yl)-8-methyl-8-azabicyclo[3.2.1]octane). Yield: 28.9%. As a reaction SMILES: [F:1][C:2]1[CH:10]=[C:9]2[C:5]([C:6]([C:11]3[CH2:17][CH:16]4[N:18]([CH3:19])[CH:13]([CH2:14][CH2:15]4)[CH:12]=3)=[CH:7][NH:8]2)=[CH:4][CH:3]=1>[Pd].CO>[F:1][C:2]1[CH:10]=[C:9]2[C:5]([C:6]([CH:11]3[CH2:17][CH:16]4[N:18]([CH3:19])[CH:13]([CH2:14][CH2:15]4)[CH2:12]3)=[CH:7][NH:8]2)=[CH:4][CH:3]=1. Procedure: A mixture of 0.233 gm (0.91 mMol) 3-(6-fluoroindol-3-yl)-8-methyl-8-azabicyclo[3.2.1]oct-2-ene and 0.235 gm 10% palladium on carbon in 12 mL methanol was placed under an atmosphere of hydrogen at room temperature. After 8 hours the reaction mixture was filtered and then concentrated under reduced pressure. The residue was again hydrogenated with 0.23 gm 10% palladium on carbon in 7 mL ethanol. After several hours the reaction mixture was filtered and the filtrate concentrated under reduced press...